Dataset: the Open Reaction Database (ORD), a public repository of structured organic reaction records. Task: describe an organic reaction: reactants, conditions, products, and yield Starting materials: N#CCc1ccc(Br)cc1, O=C([O-])[O-], C1COCCO1, CC1(C)OB(C2=CCC3(CC2)OCCO3)OC1(C)C, [Na+], [Na+], c1ccc([PH](c2ccccc2)(c2ccccc2)[Pd-4]([PH](c2ccccc2)(c2ccccc2)c2ccccc2)([PH](c2ccccc2)(c2ccccc2)c2ccccc2)[PH](c2ccccc2)(c2ccccc2)c2ccccc2)cc1. The product is N#CCc1ccc(C2=CCC3(CC2)OCCO3)cc1. As a reaction SMILES: [Br:20][c:21]1[cH:22][cH:23][c:24]([CH2:27][C:28]#[N:29])[cH:25][cH:26]1.[C:30](=[O:31])([O-:32])[O-:33].[CH2:36]1[O:37][CH2:38][CH2:39][O:40][CH2:41]1.[CH3:1][C:2]1([CH3:3])[C:4]([CH3:5])([CH3:6])[O:7][B:8]([C:9]2=[CH:10][CH2:11][C:12]3([O:13][CH2:14][CH2:15][O:16]3)[CH2:17][CH2:18]2)[O:19]1.[Na+:34].[Na+:35].[c:42]1([PH:43]([Pd-4:44]([PH:45]([c:46]2[cH:47][cH:48][cH:49][cH:50][cH:51]2)([c:52]2[cH:53][cH:54][cH:55][cH:56][cH:57]2)[c:58]2[cH:59][cH:60][cH:61][cH:62][cH:63]2)([PH:64]([c:65]2[cH:66][cH:67][cH:68][cH:69][cH:70]2)([c:71]2[cH:72][cH:73][cH:74][cH:75][cH:76]2)[c:77]2[cH:78][cH:79][cH:80][cH:81][cH:82]2)[PH:83]([c:84]2[cH:85][cH:86][cH:87][cH:88][cH:89]2)([c:90]2[cH:91][cH:92][cH:93][cH:94][cH:95]2)[c:96]2[cH:97][cH:98][cH:99][cH:100][cH:101]2)([c:102]2[cH:103][cH:104][cH:105][cH:106][cH:107]2)[c:108]2[cH:109][cH:110][cH:111][cH:112][cH:113]2)[cH:114][cH:115][cH:116][cH:117][cH:118]1>>[C:9]1([c:21]2[cH:22][cH:23][c:24]([CH2:27][C:28]#[N:29])[cH:25][cH:26]2)=[CH:10][CH2:11][C:12]2([O:13][CH2:14][CH2:15][O:16]2)[CH2:17][CH2:18]1. Starting materials: NC=1C=C(C(=O)O)C=CC1 (3-amino benzoic acid), Cl.C(C)OC(CCN)=O (beta-alanine ethyl ester hydrochloride), TEA, ClC(Cl)(OC(OC(Cl)(Cl)Cl)=O)Cl (triphosgene), TEA, C(=O)(O)[O-].[Na+] (NaHCO3). The solvent is C1CCOC1 (THF), C(Cl)Cl (DCM), C1CCOC1 (THF), C(Cl)Cl (DCM), C(Cl)Cl (DCM). Run at time 5 minute. Yields the product C(C)OC(=O)CCNC(NC=1C=C(C(=O)O)C=CC1)=O (3-[3-(2-Ethoxycarbonyl-ethyl)-ureido]-benzoic acid). Reaction SMILES: [NH2:1][C:2]1[CH:3]=[C:4]([CH:8]=[CH:9][CH:10]=1)[C:5]([OH:7])=[O:6].Cl[C:12](Cl)([O:14]C(=O)OC(Cl)(Cl)Cl)Cl.Cl.[CH2:24]([O:26][C:27](=[O:31])[CH2:28][CH2:29][NH2:30])[CH3:25].C([O-])(O)=O.[Na+]>C1COCC1.C(Cl)Cl>[CH2:24]([O:26][C:27]([CH2:28][CH2:29][NH:30][C:12](=[O:14])[NH:1][C:2]1[CH:3]=[C:4]([CH:8]=[CH:9][CH:10]=1)[C:5]([OH:7])=[O:6])=[O:31])[CH3:25] |f:2.3,4.5|. Procedure: A solution of 3-amino benzoic acid (5.0 g, 36.5 mmol) in THF (250 ml)/DCM (250 ml) was cooled to 0° C. and treated with triphosgene (3.79 g, 12.76 mmol) followed by TEA (12.70 ml, 91 mmol). After 5 min, a suspension of beta-alanine ethyl ester hydrochloride (11.20 g, 72.9 mmol) and TEA (12.70 ml, 91.00 mmol) in THF (10 ml)/DCM (10 ml) were added and the resulting mixture was allowed to warm to RT and stirred overnight. The reaction mixture was diluted with DCM (100 ml) and the pH was adjusted to... The reactants are C(C)(C)(C)C=1C=C(C=C(C1OC)\C=C\C1=C(C=CC=C1)C(F)(F)F)C=1C(NC=CC1)=O (3-{3-tert-Butyl-4-methoxy-5-[(E)-2-(2-trifluoromethyl-phenyl)-vinyl]-phenyl}-1H-pyridin-2-one), FC1=C(C=CC=C1)Br (o-fluoro-bromobenzene), FC(C1=C(C=CC=C1)Br)(F)F (o-trifluoromethyl-bromobenzene). Product: C(C)(C)(C)C=1C=C(C=C(C1OC)\C=C\C1=C(C=CC=C1)F)C=1C(NC=CC1)=O (3-{3-tert-Butyl-5-[(E)-2-(2-fluoro-phenyl)-vinyl]-4-methoxy-phenyl}-1H-pyridin-2-one). Reaction SMILES: [C:1]([C:5]1[CH:6]=[C:7]([C:25]2[C:26](=[O:31])[NH:27][CH:28]=[CH:29][CH:30]=2)[CH:8]=[C:9](/[CH:13]=[CH:14]/[C:15]2[CH:20]=[CH:19][CH:18]=[CH:17][C:16]=2C(F)(F)F)[C:10]=1[O:11][CH3:12])([CH3:4])([CH3:3])[CH3:2].[F:32]C1C=CC=CC=1Br.FC(F)(F)C1C=CC=CC=1Br>>[C:1]([C:5]1[CH:6]=[C:7]([C:25]2[C:26](=[O:31])[NH:27][CH:28]=[CH:29][CH:30]=2)[CH:8]=[C:9](/[CH:13]=[CH:14]/[C:15]2[CH:20]=[CH:19][CH:18]=[CH:17][C:16]=2[F:32])[C:10]=1[O:11][CH3:12])([CH3:2])([CH3:4])[CH3:3]. Procedure: 3-{3-tert-Butyl-4-methoxy-5-[(E)-2-(2-trifluoromethyl-phenyl)-vinyl]-phenyl}-1H-pyridin-2-one (I-239)) was prepared analogously except in step 2, o-fluoro-bromobenzene was replaced with o-trifluoromethyl-bromobenzene: MS (CI) mz/=429 (M+H).